The task is: describe an organic reaction: reactants, conditions, products, and yield. This data is from the Open Reaction Database (ORD), a public repository of structured organic reaction records. Product: COCCOC(=O)NC1=C(COC=2C=3N(C=CC2)C(=C(N3)C)C=O)C(=CC=C1)C (8-{2-[(2-Methoxyethoxy) carbonylamino]-6-methylbenzyloxy}-2-methylimidazo[1,2-a]pyridine-3-carboxaldehyde). The solvent is CC(=O)C (acetone). Reaction SMILES: [OH:1][C:2]1[C:3]2[N:4]([C:8]([CH:12]=[O:13])=[C:9]([CH3:11])[N:10]=2)[CH:5]=[CH:6][CH:7]=1.C(=O)([O-])[O-].[Na+].[Na+].[I-].[Na+].Cl[CH2:23][C:24]1[C:29]([CH3:30])=[CH:28][CH:27]=[CH:26][C:25]=1[NH:31][C:32](=[O:38])[O:33][CH2:34][CH2:35][O:36][CH3:37]>CC(C)=O>[CH3:37][O:36][CH2:35][CH2:34][O:33][C:32]([NH:31][C:25]1[CH:26]=[CH:27][CH:28]=[C:29]([CH3:30])[C:24]=1[CH2:23][O:1][C:2]1[C:3]2[N:4]([C:8]([CH:12]=[O:13])=[C:9]([CH3:11])[N:10]=2)[CH:5]=[CH:6][CH:7]=1)=[O:38] |f:1.2.3,4.5|. Reactants: OC=1C=2N(C=CC1)C(=C(N2)C)C=O (8-hydroxy-2-methylimidazo[1,2-a]pyridine-3-carboxaldehyde), C([O-])([O-])=O.[Na+].[Na+] (sodium carbonate), [I-].[Na+] (sodium iodide), ClCC1=C(C=CC=C1C)NC(OCCOC)=O (2-methoxyethyl 2-chloromethyl-3-methylphenylcarbamate), ice water. Conditions: time 24 hour. Procedure details: A mixture of 2.0 g (11.35 mmol) of 8-hydroxy-2-methylimidazo[1,2-a]pyridine-3-carboxaldehyde, 1.2 g of anhydrous sodium carbonate, 0.17 g (1.14 mmol) of sodium iodide and 3.3 g (12.8 mmol) of 2-methoxyethyl 2-chloromethyl-3-methylphenylcarbamate in 30 ml of acetone is stirred at RT for 24 h and poured onto 200 ml of ice-water. The precipitate is filtered off, dried and recrystallized from toluene/diisopropyl ether. 3.9 g (86.5%) of the title compound of m.p. 119°-120° C. are obtained. Yield: 86.5%. Starting materials: CCOc1cc(CN2CCC(Nc3nc4cc([N+](=O)[O-])ccc4o3)CC2)ccc1OC, CCO, [H][H]. The product is CCOc1cc(CN2CCC(Nc3nc4cc(N)ccc4o3)CC2)ccc1OC. As a reaction SMILES: [CH2:1]([CH3:2])[O:3][c:4]1[cH:5][c:6]([CH2:7][N:8]2[CH2:9][CH2:10][CH:11]([NH:14][c:15]3[o:16][c:17]4[c:18]([n:19]3)[cH:20][c:21]([N+:24]([O-:25])=[O:26])[cH:22][cH:23]4)[CH2:12][CH2:13]2)[cH:27][cH:28][c:29]1[O:30][CH3:31].[CH3:34][CH2:35][OH:36].[H:32][H:33]>>[CH2:1]([CH3:2])[O:3][c:4]1[cH:5][c:6]([CH2:7][N:8]2[CH2:9][CH2:10][CH:11]([NH:14][c:15]3[o:16][c:17]4[c:18]([n:19]3)[cH:20][c:21]([NH2:24])[cH:22][cH:23]4)[CH2:12][CH2:13]2)[cH:27][cH:28][c:29]1[O:30][CH3:31]. Starting materials: C(C)OC(=O)C=1C(=C2C(=C(N1)C#N)N(C(=C2Br)Br)CC2=CC=C(C=C2)OC)O (2,3-dibromo-7-cyano-4-hydroxy-1-(4-methoxy-benzyl)-1H-pyrrolo[2,3-c]pyridine-5-carboxylic acid ethyl ester), C(=O)[O-].[NH4+] (ammonium formate). The reagents and catalysts are [Pd] (Pd/C). Product: C(C)OC(=O)C=1C(=C2C(=C(N1)C#N)N(C=C2)CC2=CC=C(C=C2)OC)O (7-Cyano-4-hydroxy-1-(4-methoxy-benzyl)-1H-pyrrolo[2,3-c]pyridine-5-carboxylic acid ethyl ester). As a reaction SMILES: [CH2:1]([O:3][C:4]([C:6]1[C:7]([OH:28])=[C:8]2[C:16](Br)=[C:15](Br)[N:14]([CH2:19][C:20]3[CH:25]=[CH:24][C:23]([O:26][CH3:27])=[CH:22][CH:21]=3)[C:9]2=[C:10]([C:12]#[N:13])[N:11]=1)=[O:5])[CH3:2].C([O-])=O.[NH4+]>[Pd]>[CH2:1]([O:3][C:4]([C:6]1[C:7]([OH:28])=[C:8]2[CH:16]=[CH:15][N:14]([CH2:19][C:20]3[CH:21]=[CH:22][C:23]([O:26][CH3:27])=[CH:24][CH:25]=3)[C:9]2=[C:10]([C:12]#[N:13])[N:11]=1)=[O:5])[CH3:2] |f:1.2|. Procedure details: Prepared in analogy to that of Example 6(a) from 2,3-dibromo-7-cyano-4-hydroxy-1-(4-methoxy-benzyl)-1H-pyrrolo[2,3-c]pyridine-5-carboxylic acid ethyl ester, ammonium formate and Pd/C. The title compound, ESI MS (m/z): 352 (M+H)+. Reactants: NC1=C(C=CC=C1)S (aminothiophenol), Cl.ClCC(OC)=N (methyl chloroacetimidate hydrochloride). Solvent: C(Cl)Cl (methylene chloride). Reaction conditions: time 8 hour. Product: ClCC=1SC2=C(N1)C=CC=C2 (2-chloromethylbenzothiazole). The yield is 71.1%. Reaction SMILES: [NH2:1][C:2]1[CH:7]=[CH:6][CH:5]=[CH:4][C:3]=1[SH:8].Cl.[Cl:10][CH2:11][C:12](=N)OC>C(Cl)Cl>[Cl:10][CH2:11][C:12]1[S:8][C:3]2[CH:4]=[CH:5][CH:6]=[CH:7][C:2]=2[N:1]=1 |f:1.2|. Procedure details: To a solution of aminothiophenol (8.3 g) in methylene chloride at 0° C. is added methyl chloroacetimidate hydrochloride [prepared according to procedures described by R. Rogers and D. G. Nielson, Chem. Rev., 61, 179 (1961)](8.6 g). The reaction is allowed to warm to room temperature while stirring overnight. The mixture is washed with water three times; dried over magnesium sulfate and concentrated to an oil. The oil is distilled (120°-135° C. at 0.5 mm Hg) to give 7.8 g (71% yield) of product. Solvent: solution. The product is N[C@@H](CC(C)C)C(=O)O.[Ce] (L-Leucine Cerium). The reactants are [N+](=O)(O)[O-] (HNO3), [Ce] (cerium), N[C@@H](CC(C)C)C(=O)O (leucine), OO (H2O2). RXN SMILES: OO.[Ce:3].[NH2:4][C@H:5]([C:10]([OH:12])=[O:11])[CH2:6][CH:7]([CH3:9])[CH3:8].[N+]([O-])(O)=O>>[NH2:4][C@H:5]([C:10]([OH:12])=[O:11])[CH2:6][CH:7]([CH3:9])[CH3:8].[Ce:3] |f:4.5|. Reported procedure: Into a 600 ml glass beaker containing a magnetic stir bar was introduced 500 ml of high purity (HP) water. A 1.227 gm quantity of L-leucine was dissolved in this volume. A 5.0 gm quantity of Ce(NO3)3·6(H2O) was added, thereby forming a molar ratio of L-leucine to cerium ion of 0.8. Then a 10 ml solution containing 1.2 gm of 50% H2O2 (1.5 molar ratio of H2O2 to cerium ion) was added slowly to the cerium and leucine solution mixture. The pH was further adjusted to about 2.1 by the addition of 1N H... Conditions: temperature 40 celsius. Starting materials: C(C1=CC=CC=C1)(=O)OC1=C(N=C2N(C1=O)CCCC2)C(=O)OC (methyl 3-(benzoyloxy)-4-oxo-6,7,8,9-tetrahydro-4H-pyrido[1,2-a]pyrimidine-2-carboxylate), BrN1C(CCC1=O)=O (N-bromo-succinimide), C(C1=CC=CC=C1)(=O)OOC(C1=CC=CC=C1)=O (dibenzoylperoxide). The solvent is C(Cl)(Cl)(Cl)Cl (carbon tetrachloride). Product: C(C1=CC=CC=C1)(=O)OC1=C(N=C2N(C1=O)CCCC2Br)C(=O)OC (Methyl 3-(benzoyloxy)-9-bromo-4-oxo-6,7,8,9-tetrahydro-4H-pyrido[1,2-a]pyrimidine-2-carboxylate), petroleum ether ethyl acetate. As a reaction SMILES: [C:1]([O:9][C:10]1[C:15](=[O:16])[N:14]2[CH2:17][CH2:18][CH2:19][CH2:20][C:13]2=[N:12][C:11]=1[C:21]([O:23][CH3:24])=[O:22])(=[O:8])[C:2]1[CH:7]=[CH:6][CH:5]=[CH:4][CH:3]=1.[Br:25]N1C(=O)CCC1=O.C(OOC(=O)C1C=CC=CC=1)(=O)C1C=CC=CC=1>C(Cl)(Cl)(Cl)Cl>[C:1]([O:9][C:10]1[C:15](=[O:16])[N:14]2[CH2:17][CH2:18][CH2:19][CH:20]([Br:25])[C:13]2=[N:12][C:11]=1[C:21]([O:23][CH3:24])=[O:22])(=[O:8])[C:2]1[CH:3]=[CH:4][CH:5]=[CH:6][CH:7]=1. Procedure: A mixture of methyl 3-(benzoyloxy)-4-oxo-6,7,8,9-tetrahydro-4H-pyrido[1,2-a]pyrimidine-2-carboxylate, N-bromo-succinimide (1.2 eq.) and dibenzoylperoxide (70%, 0.13 eq.) in carbon tetrachloride was stirred under reflux for one hour. The mixture was cooled to room temperature, the succinimide was filtered off and the solvent was removed under reduced pressure. Methyl 3-(benzoyloxy)-9-bromo-4-oxo-6,7,8,9-tetrahydro-4H-pyrido[1,2-a]pyrimidine-2-carboxylate was obtained after flash chromatography (e... Starting materials: COC(=O)C1=C(C=C(C=C1)C1=CC(=C(C=C1)C(C(C(F)(F)F)(O)C=1C=CC2=C(N(C(CO2)=O)CC)C1)C)Cl)Cl (3,3′-dichloro-4′-[2-(4-ethyl-3-oxo-3,4-dihydro-2H-benzo[1,4]oxazin-6-yl)-3,3,3-trifluoro-2-hydroxy-1-methyl-propyl]-biphenyl-4-carboxylic acid methyl ester). Solvent: CCCCCCC (heptane). Product: ClC=1C=C(C=CC1C(=O)O)C1=CC(=C(C=C1)C(C(C(F)(F)F)(O)C=1C=CC2=C(N(C(CO2)=O)CC)C1)C)Cl (3,3′-Dichloro-4′-[2-(4-ethyl-3-oxo-3,4-dihydro-2H-benzo[1,4]oxazin-6-yl)-3,3,3-trifluoro-2-hydroxy-1-methyl-propyl]-biphenyl-4-carboxylic acid). Reaction SMILES: C[O:2][C:3]([C:5]1[CH:10]=[CH:9][C:8]([C:11]2[CH:16]=[CH:15][C:14]([CH:17]([CH3:37])[C:18]([C:24]3[CH:25]=[CH:26][C:27]4[O:32][CH2:31][C:30](=[O:33])[N:29]([CH2:34][CH3:35])[C:28]=4[CH:36]=3)([OH:23])[C:19]([F:22])([F:21])[F:20])=[C:13]([Cl:38])[CH:12]=2)=[CH:7][C:6]=1[Cl:39])=[O:4]>CCCCCCC>[Cl:39][C:6]1[CH:7]=[C:8]([C:11]2[CH:16]=[CH:15][C:14]([CH:17]([CH3:37])[C:18]([C:24]3[CH:25]=[CH:26][C:27]4[O:32][CH2:31][C:30](=[O:33])[N:29]([CH2:34][CH3:35])[C:28]=4[CH:36]=3)([OH:23])[C:19]([F:21])([F:22])[F:20])=[C:13]([Cl:38])[CH:12]=2)[CH:9]=[CH:10][C:5]=1[C:3]([OH:4])=[O:2]. Procedure details: In analogy to Example 56, Step 6, 3,3′-dichloro-4′-[2-(4-ethyl-3-oxo-3,4-dihydro-2H-benzo[1,4]oxazin-6-yl)-3,3,3-trifluoro-2-hydroxy-1-methyl-propyl]-biphenyl-4-carboxylic acid methyl ester (110 mg, 0.19 mmol) was hydrolyzed (3 h, 65° C.). The product was treated with heptane for 17 h, filtred and dried to give the title compound as a white solid. MS (m/e, ISP neg. ion)=566.2 [M−H+]. Starting materials: COC(=O)c1ccc(-c2nn(Cc3ccccc3)c3ccc([N+](=O)[O-])cc23)o1, C1CCOC1, CO, [Na+], [Na+], O, O=S([O-])S(=O)[O-]. Product: COC(=O)c1ccc(-c2nn(Cc3ccccc3)c3ccc(N)cc23)o1. Reaction SMILES: [CH2:1]([c:2]1[cH:3][cH:4][cH:5][cH:6][cH:7]1)[n:8]1[n:9][c:10](-[c:20]2[o:21][c:22]([C:25](=[O:26])[O:27][CH3:28])[cH:23][cH:24]2)[c:11]2[cH:12][c:13]([N+:17]([O-:18])=[O:19])[cH:14][cH:15][c:16]12.[CH2:39]1[O:40][CH2:41][CH2:42][CH2:43]1.[CH3:37][OH:38].[Na+:35].[Na+:36].[OH2:44].[S:29]([S:30]([O-:31])=[O:32])([O-:33])=[O:34]>>[CH2:1]([c:2]1[cH:3][cH:4][cH:5][cH:6][cH:7]1)[n:8]1[n:9][c:10](-[c:20]2[o:21][c:22]([C:25](=[O:26])[O:27][CH3:28])[cH:23][cH:24]2)[c:11]2[cH:12][c:13]([NH2:17])[cH:14][cH:15][c:16]12. The reactants are CI, CO, [Na+], [OH-], O=C1NC(=S)SC1=Cc1c[nH]c2ncccc12. Yields the product CSC1=NC(=O)C(=Cc2c[nH]c3ncccc23)S1. Reaction SMILES: [CH3:18][I:19].[CH3:22][OH:23].[Na+:21].[OH-:20].[nH:1]1[cH:2][c:3]([CH:10]=[C:11]2[C:12](=[O:17])[NH:13][C:14](=[S:16])[S:15]2)[c:4]2[c:5]1[n:6][cH:7][cH:8][cH:9]2>>[nH:1]1[cH:2][c:3]([CH:10]=[C:11]2[C:12](=[O:17])[N:13]=[C:14]([S:16][CH3:18])[S:15]2)[c:4]2[c:5]1[n:6][cH:7][cH:8][cH:9]2.